From a dataset of the Open Reaction Database (ORD), a public repository of structured organic reaction records. describe an organic reaction: reactants, conditions, products, and yield Starting materials: BrCc1ccccc1, O=C([O-])[O-], [Cl-], [K+], [K+], [Na+], CN(C)C=O, CC(C)(C)OC(=O)N1CCC23CCCCC2C1Cc1ccc(O)cc13. Product: CC(C)(C)OC(=O)N1CCC23CCCCC2C1Cc1ccc(OCc2ccccc2)cc13. As a reaction SMILES: [Br:32][CH2:33][c:34]1[cH:35][cH:36][cH:37][cH:38][cH:39]1.[C:26](=[O:27])([O-:28])[O-:29].[Cl-:40].[K+:30].[K+:31].[Na+:41].[O:42]=[CH:43][N:44]([CH3:45])[CH3:46].[OH:1][c:2]1[cH:3][cH:4][c:5]2[c:14]([cH:15]1)[C:13]13[CH:8]([CH:7]([CH2:6]2)[N:18]([C:19](=[O:20])[O:21][C:22]([CH3:23])([CH3:24])[CH3:25])[CH2:17][CH2:16]1)[CH2:9][CH2:10][CH2:11][CH2:12]3>>[O:1]([c:2]1[cH:3][cH:4][c:5]2[c:14]([cH:15]1)[C:13]13[CH:8]([CH:7]([CH2:6]2)[N:18]([C:19](=[O:20])[O:21][C:22]([CH3:23])([CH3:24])[CH3:25])[CH2:17][CH2:16]1)[CH2:9][CH2:10][CH2:11][CH2:12]3)[CH2:33][c:34]1[cH:35][cH:36][cH:37][cH:38][cH:39]1. The reactants are CN1CCNCC1, ClCCl, [Na+], O=C([O-])O, CSc1nn2c(Cl)cc(Cl)nc2c1S(=O)(=O)c1ccccc1. Product: CSc1nn2c(N3CCN(C)CC3)cc(Cl)nc2c1S(=O)(=O)c1ccccc1. As a reaction SMILES: [CH3:1][N:2]1[CH2:3][CH2:4][NH:5][CH2:6][CH2:7]1.[Cl:35][CH2:36][Cl:37].[Na+:34].[O-:30][C:31]([OH:32])=[O:33].[c:8]1([S:14](=[O:15])(=[O:16])[c:17]2[c:18]([S:28][CH3:29])[n:19][n:20]3[c:21]2[n:22][c:23]([Cl:27])[cH:24][c:25]3[Cl:26])[cH:9][cH:10][cH:11][cH:12][cH:13]1>>[CH3:1][N:2]1[CH2:3][CH2:4][N:5]([c:25]2[n:20]3[n:19][c:18]([S:28][CH3:29])[c:17]([S:14]([c:8]4[cH:9][cH:10][cH:11][cH:12][cH:13]4)(=[O:15])=[O:16])[c:21]3[n:22][c:23]([Cl:27])[cH:24]2)[CH2:6][CH2:7]1. Starting materials: C(C)OC(=O)[C@@]1([C@@H](C1)C=C)NC(=O)[C@H]1N(C[C@@H](C1)O)C(=O)OC(C)(C)C ((2S,4R)-tert-butyl 2-((1R,2S)-1-(ethoxycarbonyl)-2-vinylcyclopropylcarbamoyl)-4-hydroxypyrrolidine-1-carboxylate), C(C)(C)N(CC)C(C)C (diisopropylethylamine), [N+](=O)([O-])C1=CC=C(C(=O)Cl)C=C1 (p-nitrobenzoyl chloride). The reagents and catalysts are CN(C1=CC=NC=C1)C (4-dimethylaminopyridine). Run in CCOC(=O)C (EtOAc), CCOC(=O)C (EtOAc). Reaction conditions: temperature 5 celsius, time 2.5 hour. The product is C(C)OC(=O)[C@@]1([C@@H](C1)C=C)NC(=O)[C@H]1N(C[C@@H](C1)OC(C1=CC=C(C=C1)[N+](=O)[O-])=O)C(=O)OC(C)(C)C ((2S,4R)-tert-butyl 2-((1R,2S)-1-(ethoxycarbonyl)-2-vinylcyclopropylcarbamoyl)-4-(4-nitrobenzoyloxy)pyrrolidine-1-carboxylate). RXN SMILES: [CH2:1]([O:3][C:4]([C@@:6]1([NH:11][C:12]([C@@H:14]2[CH2:18][C@@H:17]([OH:19])[CH2:16][N:15]2[C:20]([O:22][C:23]([CH3:26])([CH3:25])[CH3:24])=[O:21])=[O:13])[CH2:8][C@H:7]1[CH:9]=[CH2:10])=[O:5])[CH3:2].C(N(C(C)C)CC)(C)C.[N+:36]([C:39]1[CH:47]=[CH:46][C:42]([C:43](Cl)=[O:44])=[CH:41][CH:40]=1)([O-:38])=[O:37]>CN(C)C1C=CN=CC=1.CCOC(C)=O>[CH2:1]([O:3][C:4]([C@@:6]1([NH:11][C:12]([C@@H:14]2[CH2:18][C@@H:17]([O:19][C:43](=[O:44])[C:42]3[CH:41]=[CH:40][C:39]([N+:36]([O-:38])=[O:37])=[CH:47][CH:46]=3)[CH2:16][N:15]2[C:20]([O:22][C:23]([CH3:25])([CH3:24])[CH3:26])=[O:21])=[O:13])[CH2:8][C@H:7]1[CH:9]=[CH2:10])=[O:5])[CH3:2]. Reported procedure: To a stirring slurry of (2S,4R)-tert-butyl 2-((1R,2S)-1-(ethoxycarbonyl)-2-vinylcyclopropylcarbamoyl)-4-hydroxypyrrolidine-1-carboxylate (1.69 kg), 4-dimethylaminopyridine (28.0 g), diisopropylethylamine (946 g) and EtOAc (4.82 kg), at 10° C., was added p-nitrobenzoyl chloride (1.06 kg) as a solution in EtOAc (3.48 kg). After 2.5 h at 10° C., the reaction was cooled to 5° C. and quench by the addition of water (1.85 kg). The resulting layers were separated and the organic layer was washed with a... Starting materials: O1C(=CC=C1)CC=1C=C(N)C=CC1 (3-(furan-2-ylmethyl)aniline), ClC1=CC(=C(C=C1)NC(COCC(=O)O)=O)C(=O)OC ((2-([4-chloro-2-(methoxycarbonyl)phenyl]amino)-2-oxoethoxy)acetic acid). Yields the product ClC=1C=CC(=C(C(=O)O)C1)NC(COCC(=O)NC1=CC(=CC=C1)CC=1OC=CC1)=O (5-chloro-2-([(2-([3-(furan-2-ylmethyl)phenyl]amino)-2-oxoethoxy)acetyl]amino)benzoic acid). Reaction SMILES: [O:1]1[CH:5]=[CH:4][CH:3]=[C:2]1[CH2:6][C:7]1[CH:8]=[C:9]([CH:11]=[CH:12][CH:13]=1)[NH2:10].[Cl:14][C:15]1[CH:20]=[CH:19][C:18]([NH:21][C:22](=[O:29])[CH2:23][O:24][CH2:25][C:26](O)=[O:27])=[C:17]([C:30]([O:32]C)=[O:31])[CH:16]=1>>[Cl:14][C:15]1[CH:20]=[CH:19][C:18]([NH:21][C:22](=[O:29])[CH2:23][O:24][CH2:25][C:26]([NH:10][C:9]2[CH:11]=[CH:12][CH:13]=[C:7]([CH2:6][C:2]3[O:1][CH:5]=[CH:4][CH:3]=3)[CH:8]=2)=[O:27])=[C:17]([CH:16]=1)[C:30]([OH:32])=[O:31]. Procedure details: Using the same method as in Example 15-(i), 3-(furan-2-ylmethyl)aniline was reacted with the (2-([4-chloro-2-(methoxycarbonyl)phenyl]amino)-2-oxoethoxy)acetic acid obtained in Example 1-(i) to give 5-chloro-2-([(2-([3-(furan-2-ylmethyl)phenyl]amino)-2-oxoethoxy)acetyl]amino)benzoic acid.methyl ester (yield: 54%). Reactants: CCC1(C(=O)O)CCc2ccccc2C1, O=S(Cl)Cl. Yields the product CCC1(C(=O)O)CCc2ccccc2C1, [Cl-]. Reaction SMILES: [CH2:1]([CH3:2])[C:3]1([C:13](=[O:14])[OH:15])[CH2:4][c:5]2[cH:6][cH:7][cH:8][cH:9][c:10]2[CH2:11][CH2:12]1.[S:16]([Cl:17])([Cl:18])=[O:19]>>[CH2:1]([CH3:2])[C:3]1([C:13](=[O:14])[OH:15])[CH2:4][c:5]2[cH:6][cH:7][cH:8][cH:9][c:10]2[CH2:11][CH2:12]1.[Cl-:18]. Starting materials: COC1=CC=C(C=C1)CCCC(=O)O (4-(4-methoxyphenyl)butyric acid), B(Br)(Br)Br (boron tribromide), C([O-])(O)=O.[Na+] (sodium bicarbonate). Solvent: ClCCl (dichloromethane). Reaction conditions: time 2 hour. Yields the product OC1=CC=C(C=C1)CCCC(=O)O (4-(4-hydroxyphenyl)butyric acid). Yield: 75.0%. Reaction SMILES: C[O:2][C:3]1[CH:8]=[CH:7][C:6]([CH2:9][CH2:10][CH2:11][C:12]([OH:14])=[O:13])=[CH:5][CH:4]=1.B(Br)(Br)Br.C(=O)(O)[O-].[Na+]>ClCCl>[OH:2][C:3]1[CH:4]=[CH:5][C:6]([CH2:9][CH2:10][CH2:11][C:12]([OH:14])=[O:13])=[CH:7][CH:8]=1 |f:2.3|. Reported procedure: To a solution of 1.00 g (5.15 mmol) of 4-(4-methoxyphenyl)butyric acid in 100 mL of dichloromethane at 0° C. was added 15.5 mL (15.5 mmol) of boron tribromide and the reaction was then allowed to warm to room temperature and stirred for 2 h. The reaction mixture was then poured into 200 mL of saturated sodium bicarbonate solution and the organic layer was separated. The aqueous layer was acidified with concentrated HCl solution and then extracted with dichloromethane. The combined organics were ... Reactants: O (water), C(C)OC(=O)C=1C(C=2C=C3C(=NC2N(C1)CCF)C(=C(C(=C3)F)F)F)=O (3-ethoxycarbonyl-1-(2-fluoroethyl)-7,8,9-trifluoro-4-oxo-1,4-dihydrobenzo[b][1,8]naphthyridine), C1(=CC=CC=C1)C1NCCNC1 ((RS)-2-phenylpiperazine), C([O-])([O-])=O.[Na+].[Na+] (sodium carbonate). Solvent: CS(=O)C (dimethyl sulphoxide). Conditions: temperature 100 celsius, time 2 hour. Product: C(C)OC(=O)C=1C(C=2C=C3C(=NC2N(C1)CCF)C(=C(C(=C3)F)N3CC(NCC3)C3=CC=CC=C3)F)=O ((RS)-3-Ethoxycarbonyl-7,9-difluoro-1-(2-fluoroethyl)-4-oxo-8-(3-phenyl-1-piperazinyl)-1,4-dihydrobenzo[b][1,8]naphthyridine), expected product. Reaction SMILES: [CH2:1]([O:3][C:4]([C:6]1[C:7](=[O:26])[C:8]2[CH:9]=[C:10]3[CH:22]=[C:21]([F:23])[C:20](F)=[C:19]([F:25])[C:11]3=[N:12][C:13]=2[N:14]([CH2:16][CH2:17][F:18])[CH:15]=1)=[O:5])[CH3:2].[C:27]1([CH:33]2[CH2:38][NH:37][CH2:36][CH2:35][NH:34]2)[CH:32]=[CH:31][CH:30]=[CH:29][CH:28]=1.C(=O)([O-])[O-].[Na+].[Na+].O>CS(C)=O>[CH2:1]([O:3][C:4]([C:6]1[C:7](=[O:26])[C:8]2[CH:9]=[C:10]3[CH:22]=[C:21]([F:23])[C:20]([N:37]4[CH2:36][CH2:35][NH:34][CH:33]([C:27]5[CH:32]=[CH:31][CH:30]=[CH:29][CH:28]=5)[CH2:38]4)=[C:19]([F:25])[C:11]3=[N:12][C:13]=2[N:14]([CH2:16][CH2:17][F:18])[CH:15]=1)=[O:5])[CH3:2] |f:2.3.4|. Reported procedure: (RS)-3-Ethoxycarbonyl-7,9-difluoro-1-(2-fluoroethyl)-4-oxo-8-(3-phenyl-1-piperazinyl)-1,4-dihydrobenzo[b][1,8]naphthyridine was prepared under the following conditions: a suspension of 3-ethoxycarbonyl-1-(2-fluoroethyl)-7,8,9-trifluoro-4-oxo-1,4-dihydrobenzo[b][1,8]naphthyridine (2.8 g), (RS)-2-phenylpiperazine (1.7 g) and sodium carbonate (1.1 g) in dimethyl sulphoxide (40 cc) is heated with stirring to a temperature in the region of 100° C. for 2 hours. After cooling to approximately 20° C., t...